From a dataset of the Open Reaction Database (ORD), a public repository of structured organic reaction records. describe an organic reaction: reactants, conditions, products, and yield Procedure: Using 4-chloro-5-methyl-6-(4-methylphenyl)pyrimidine (153 mg, 0.7 mmol) and the synthetic procedure described for Intermediate 80. Purification by Biotage™ chromatography (Si, 40 g) eluting 9:1 cyclohexane:EtOAc afforded the title compound as a pale yellow oil (80 mg). The product is CC1=C(OCC(=O)OCC)C=CC(=C1)CN(CCC)C1=NC=NC(=C1C)C1=CC=C(C=C1)C (Ethyl (2-methyl-4-{[[5-methyl-6-(4-methylphenyl)pyrimidin-4-yl](propyl)amino]methyl}phenoxy)acetate). RXN SMILES: ClC1C(C)=C(C2C=CC(C)=CC=2)N=CN=1.[CH3:16][C:17]1[CH:29]=[C:28]([CH2:30][N:31]([C:35]2[C:40]([CH3:41])=[C:39]([C:42]3[CH:47]=[CH:46][C:45]([C:48](F)(F)F)=[CH:44][CH:43]=3)[N:38]=[CH:37][N:36]=2)[CH2:32][CH2:33][CH3:34])[CH:27]=[CH:26][C:18]=1[O:19][CH2:20][C:21]([O:23][CH2:24][CH3:25])=[O:22]>>[CH3:16][C:17]1[CH:29]=[C:28]([CH2:30][N:31]([C:35]2[C:40]([CH3:41])=[C:39]([C:42]3[CH:43]=[CH:44][C:45]([CH3:48])=[CH:46][CH:47]=3)[N:38]=[CH:37][N:36]=2)[CH2:32][CH2:33][CH3:34])[CH:27]=[CH:26][C:18]=1[O:19][CH2:20][C:21]([O:23][CH2:24][CH3:25])=[O:22]. Reactants: ClC1=NC=NC(=C1C)C1=CC=C(C=C1)C (4-chloro-5-methyl-6-(4-methylphenyl)pyrimidine), CC1=C(OCC(=O)OCC)C=CC(=C1)CN(CCC)C1=NC=NC(=C1C)C1=CC=C(C=C1)C(F)(F)F (Ethyl (2-methyl-4-{[{5-methyl-6-[4-(trifluoromethyl)phenyl]pyrimidin-4-yl}(propyl)amino]methyl}phenoxy)acetate). The reactants are O[C@H]1[C@@H](CCCC1)NC=1SC2=C(N1)C=CC(=C2)O (2-((1R,2R)-2-hydroxycyclohexylamino)benzo[d]thiazol-6-ol), C([O-])([O-])=O.[Cs+].[Cs+] (cesium carbonate), ClC1=NC=CC(=C1)F (2-chloro-4-fluoropyridine). Run in CN1CCCC1=O (NMP). Run at temperature 60 celsius, time 20 hour. The product is ClC1=NC=CC(=C1)OC1=CC2=C(N=C(S2)N[C@H]2[C@@H](CCCC2)O)C=C1 ((1R,2R)-2-(6-(2-chloropyridin-4-yloxy)benzo[d]thiazol-2-ylamino)cyclohexanol). Isolated yield 90.0%. RXN SMILES: [OH:1][C@@H:2]1[CH2:7][CH2:6][CH2:5][CH2:4][C@H:3]1[NH:8][C:9]1[S:10][C:11]2[CH:17]=[C:16]([OH:18])[CH:15]=[CH:14][C:12]=2[N:13]=1.C(=O)([O-])[O-].[Cs+].[Cs+].[Cl:25][C:26]1[CH:31]=[C:30](F)[CH:29]=[CH:28][N:27]=1>CN1C(=O)CCC1>[Cl:25][C:26]1[CH:31]=[C:30]([O:18][C:16]2[CH:15]=[CH:14][C:12]3[N:13]=[C:9]([NH:8][C@@H:3]4[CH2:4][CH2:5][CH2:6][CH2:7][C@H:2]4[OH:1])[S:10][C:11]=3[CH:17]=2)[CH:29]=[CH:28][N:27]=1 |f:1.2.3|. Procedure details: To the mixture of 2-((1R,2R)-2-hydroxycyclohexylamino)benzo[d]thiazol-6-ol (265 mg, 1 mmol) and cesium carbonate (651 mg, 2 mmol) in 3 ml of NMP was added 2-chloro-4-fluoropyridine (263 mg, 2 mmol). The reaction mixture was stirred at 60° C. for 20 hours. The crude reaction mixture was filtered and then purified on prep HPLC to give (1R,2R)-2-(6-(2-chloropyridin-4-yloxy)benzo[d]thiazol-2-ylamino)cyclohexanol as powder (341 mg, 0.9 mmol). ES/MS m/z 376.0 (MH+). The reactants are 3-[4-(dimethylamino)phenyl], C(C)OC1=CC=C(C=C1)N(C1OC(=O)C2=CC=CC=C12)C1=CC=CC=C1 (3-[(4-ethoxyphenyl)phenylamino]phthalide), CN(C1=CC=C(C=C1)C1(OC(=O)C2=CC=CC=C12)N(C1=CC=C(C=C1)CCCCCCCC)C1=CC=C(C=C1)CCCCCCCC)C (3-[4-(dimethylamino)phenyl]-3-[bis(4-octylphenyl)-amino]phthalide), C(C)N(C1=CC=C(C=C1)C1(OC(=O)C2=CC=CC=C12)N(C1=CC=CC=C1)C1=CC=C(C=C1)OCC)CC1=CC=CC=C1 (3-[4-(ethylbenzylamino)phenyl]-3-[(4-ethoxyphenyl)phenylamino]-phthalide), C(C)N(C1=CC(=C(C=C1)C1(OC(=O)C2=CC=CC=C12)N(C1=CC=C(C=C1)N(C)C)C1=CC=C(C=C1)N(C)C)C)CC (3-[4-(diethylamino)-2-methylphenyl]-3-{bis[4-(dimethylamino)phenyl]amino}phthalide), C(CCCCCCC)C1=CC=C(C=C1)N(C1OC(=O)C2=CC=CC=C12)C1=CC=C(C=C1)CCCCCCCC (3-[bis(4-octylphenyl)amino]phthalide), ClC1=C2C(OC(=O)C2=C(C(=C1Cl)Cl)Cl)(N(C1=CC=CC=C1)C1=CC=C(C=C1)OCC)C1=CC=C(C=C1)N(C)C (4,5,6,7-tetrachloro-3-[4-(dimethylamino)-phenyl]-3-[(4-ethoxyphenyl)phenylamino]phthalide), C(C)N(C1=CC(=C(C=C1)C1(OC(=O)C2=CC=CC=C12)N(C1=CC=CC=C1)C1=CC=C(C=C1)OCC)C)CC (3-[4-(diethylamino)-2-methylphenyl]-3-[(4-ethoxyphenyl)phenylamino]-phthalide), CN(C1=CC=C(C=C1)C1(OC(=O)C2=CC=CC=C12)N(C1=CC=CC=C1)C1=CC=CC=C1)C (3-[4-(dimethylamino)-phenyl]-3-(diphenylamino)phthalide). The product is CN(C1=CC=C(C=C1)C1(OC(=O)C2=CC=CC=C12)N(C1=CC=CC=C1)C1=CC=C(C=C1)OCC)C (3-[4-(dimethylamino)phenyl]-3-[(4-ethoxyphenyl)phenylamino]-phthalide). As a reaction SMILES: Cl[C:2]1[C:11](Cl)=[C:10](Cl)[C:9](Cl)=[C:8]2[C:3]=1[C:4]([C:31]1[CH:36]=[CH:35][C:34]([N:37]([CH3:39])[CH3:38])=[CH:33][CH:32]=1)([N:15]([C:22]1[CH:27]=[CH:26][C:25]([O:28][CH2:29][CH3:30])=[CH:24][CH:23]=1)[C:16]1[CH:21]=[CH:20][CH:19]=[CH:18][CH:17]=1)[O:5][C:6]2=[O:7].C(N(CC)C1C=CC(C2(N(C3C=CC(OCC)=CC=3)C3C=CC=CC=3)C3C(=CC=CC=3)C(=O)O2)=C(C)C=1)C.CN(C)C1C=CC(C2(N(C3C=CC(CCCCCCCC)=CC=3)C3C=CC(CCCCCCCC)=CC=3)C3C(=CC=CC=3)C(=O)O2)=CC=1.C(OC1C=CC(N(C2C=CC=CC=2)C2C3C(=CC=CC=3)C(=O)O2)=CC=1)C.CN(C)C1C=CC(C2(N(C3C=CC=CC=3)C3C=CC=CC=3)C3C(=CC=CC=3)C(=O)O2)=CC=1.C(C1C=CC(N(C2C=CC(CCCCCCCC)=CC=2)C2C3C(=CC=CC=3)C(=O)O2)=CC=1)CCCCCCC.C(N(CC1C=CC=CC=1)C1C=CC(C2(N(C3C=CC(OCC)=CC=3)C3C=CC=CC=3)C3C(=CC=CC=3)C(=O)O2)=CC=1)C.C(N(CC)C1C=CC(C2(N(C3C=CC(N(C)C)=CC=3)C3C=CC(N(C)C)=CC=3)C3C(=CC=CC=3)C(=O)O2)=C(C)C=1)C>>[CH3:38][N:37]([CH3:39])[C:34]1[CH:33]=[CH:32][C:31]([C:4]2([N:15]([C:22]3[CH:23]=[CH:24][C:25]([O:28][CH2:29][CH3:30])=[CH:26][CH:27]=3)[C:16]3[CH:21]=[CH:20][CH:19]=[CH:18][CH:17]=3)[C:3]3[C:8](=[CH:9][CH:10]=[CH:11][CH:2]=3)[C:6](=[O:7])[O:5]2)=[CH:36][CH:35]=1. Reported procedure: 3-[4-(dimethylamino)phenyl]-3-[(4-(isopropoxyphenyl)-phenylamino]phthalide; 4,5,6,7-tetrachloro-3-[4-(dimethylamino)-phenyl]-3-[(4-ethoxyphenyl)phenylamino]phthalide; 3-[4-(diethylamino)-2-methylphenyl]-3-[(4-ethoxyphenyl)phenylamino]-phthalide; 3-[4-(dimethylamino)phenyl]-3-[bis(4-octylphenyl)-amino]phthalide; 6-(dimethylamino)-3-[4-dimethylamino)phenyl]-3-[(4-ethoxyphenyl)phenylamino]phthalide; 3-[4-(dimethylamino)-phenyl]-3-(diphenylamino)phthalide; 6-(dimethylamino)-3-[4-dimethylamino)phenyl... Starting materials: COCN(Cc1ccccc1)C[Si](C)(C)C, O=[N+]([O-])C=Cc1ccc(Cl)c(Cl)c1, ClCCl, O=C(O)C(F)(F)F. Yields the product O=[N+]([O-])C1CN(Cc2ccccc2)CC1c1ccc(Cl)c(Cl)c1. RXN SMILES: [CH3:1][O:2][CH2:3][N:4]([CH2:5][Si:6]([CH3:7])([CH3:8])[CH3:9])[CH2:10][c:11]1[cH:12][cH:13][cH:14][cH:15][cH:16]1.[Cl:17][c:18]1[c:19]([Cl:29])[cH:20][c:21]([CH:24]=[CH:25][N+:26](=[O:27])[O-:28])[cH:22][cH:23]1.[Cl:37][CH2:38][Cl:39].[OH:30][C:31]([C:32]([F:33])([F:34])[F:35])=[O:36]>>[CH2:3]1[N:4]([CH2:10][c:11]2[cH:12][cH:13][cH:14][cH:15][cH:16]2)[CH2:5][CH:25]([N+:26](=[O:27])[O-:28])[CH:24]1[c:21]1[cH:20][c:19]([Cl:29])[c:18]([Cl:17])[cH:23][cH:22]1. The reactants are BrC1=CC=C(N)C=C1 (4-bromoaniline), BrC1=C(N)C=CC=C1 (2-bromoaniline), C1(CCCCC1)=O (cyclohexanone). Solvent: CCC(CC)=O (3-pentanone). Yields the product BrC1=C(NC(CC)CC)C=CC=C1 (2-Bromo-N-3-pentylaniline). The yield is 61.0%. As a reaction SMILES: Br[C:2]1[CH:8]=[CH:7]C(N)=[CH:4][CH:3]=1.[Br:9][C:10]1[CH:16]=[CH:15][CH:14]=[CH:13][C:11]=1[NH2:12].C1(=O)CCCCC1>CCC(=O)CC>[Br:9][C:10]1[CH:16]=[CH:15][CH:14]=[CH:13][C:11]=1[NH:12][CH:2]([CH2:8][CH3:7])[CH2:3][CH3:4]. Procedure: The same procedure was carried out as in Example 2 except that 4-bromoaniline and 3-pentanone were used instead of 2-bromoaniline and cyclohexanone to obtain a colorless oil compound (61%). The reactants are ClC=1C=CC(=C(C1)N1C(N(CC1)C)=O)C(=O)N1CCN(CC1)C1=NC=C(C=C1C)C1CC1 (1-{5-chloro-2-[4-(5-cyclopropyl-3-methylpyridin-2-yl)piperazine-1-carbonyl]phenyl}-3-methylimidazolidin-2-one), CC1CCC(N1)=O (5-methylpyrrolidin-2-one). Product: C1(CC1)C=1C=C(C(=NC1)N1CCN(CC1)C(=O)C1=C(C=C(C=C1)N1C(CCC1=O)C)N1C(N(CC1)C)=O)C (1-[2-[4-(5-cyclopropyl-3-methylpyridin-2-yl)piperazine-1-carbonyl]-5-(2-methyl-5-oxopyrrolidin-1-yl)phenyl]-3-methylimidazolidin-2-one). Isolated yield 8.4%. Reaction SMILES: Cl[C:2]1[CH:3]=[CH:4][C:5]([C:15]([N:17]2[CH2:22][CH2:21][N:20]([C:23]3[C:28]([CH3:29])=[CH:27][C:26]([CH:30]4[CH2:32][CH2:31]4)=[CH:25][N:24]=3)[CH2:19][CH2:18]2)=[O:16])=[C:6]([N:8]2[CH2:12][CH2:11][N:10]([CH3:13])[C:9]2=[O:14])[CH:7]=1.[CH3:33][CH:34]1[NH:38][C:37](=[O:39])[CH2:36][CH2:35]1>>[CH:30]1([C:26]2[CH:27]=[C:28]([CH3:29])[C:23]([N:20]3[CH2:21][CH2:22][N:17]([C:15]([C:5]4[CH:4]=[CH:3][C:2]([N:38]5[C:37](=[O:39])[CH2:36][CH2:35][CH:34]5[CH3:33])=[CH:7][C:6]=4[N:8]4[CH2:12][CH2:11][N:10]([CH3:13])[C:9]4=[O:14])=[O:16])[CH2:18][CH2:19]3)=[N:24][CH:25]=2)[CH2:32][CH2:31]1. Reported procedure: Using 1-{5-chloro-2-[4-(5-cyclopropyl-3-methylpyridin-2-yl)piperazine-1-carbonyl]phenyl}-3-methylimidazolidin-2-one (84 mg) described in Preparation Example 242 and 5-methylpyrrolidin-2-one (27.4 mg) and by the reaction and treatment in the same manner as in Example 666, the title compound (8 mg) was obtained. Reported procedure: To a mixture of 2-chloro-4-(1-ethyl-propoxy)-6-methyl-3-nitro-pyridin (500 mg, 1.93 mmol), and 2,4,6-trimethylphenol (289 mg, 2.13 mmol) in dry THF was added potassium t-butoxide. The resulting mixture was stirred at rt. overnight. The mixture was quenched with water, brine and extracted 3 times with ethyl acetate. The organic layer was separated, dried (MgSO4) and concentrated to dryness. After silica gel column chromatography purification, the title compound was obtained as a light yellow crys... Reactants: ClC1=NC(=CC(=C1[N+](=O)[O-])OC(CC)CC)C (2-chloro-4-(1-ethyl-propoxy)-6-methyl-3-nitro-pyridin), CC1=C(C(=CC(=C1)C)C)O (2,4,6-trimethylphenol), CC(C)([O-])C.[K+] (potassium t-butoxide). Yields the product C(C)C(CC)OC1=C(C(=NC(=C1)C)OC1=C(C=C(C=C1C)C)C)[N+](=O)[O-] (4-(1-Ethyl-propoxy)-6-methyl-3-nitro-2-(2,4,6-trimethyl-phenoxy)-pyridine). Reaction SMILES: Cl[C:2]1[C:7]([N+:8]([O-:10])=[O:9])=[C:6]([O:11][CH:12]([CH2:15][CH3:16])[CH2:13][CH3:14])[CH:5]=[C:4]([CH3:17])[N:3]=1.[CH3:18][C:19]1[CH:24]=[C:23]([CH3:25])[CH:22]=[C:21]([CH3:26])[C:20]=1[OH:27].CC(C)([O-])C.[K+]>C1COCC1>[CH2:13]([CH:12]([O:11][C:6]1[CH:5]=[C:4]([CH3:17])[N:3]=[C:2]([O:27][C:20]2[C:21]([CH3:26])=[CH:22][C:23]([CH3:25])=[CH:24][C:19]=2[CH3:18])[C:7]=1[N+:8]([O-:10])=[O:9])[CH2:15][CH3:16])[CH3:14] |f:2.3|. Run in C1CCOC1 (THF). The reactants are O=C1c2ccccc2C(=O)N1CCCBr, O=C([O-])[O-], Cc1ccc(C(OC2CCNCC2)c2ccc(C)cc2)cc1, CN(C)C=O, [K+], [K+], O. The product is Cc1ccc(C(OC2CCN(CCCN3C(=O)c4ccccc4C3=O)CC2)c2ccc(C)cc2)cc1. As a reaction SMILES: [Br:23][CH2:24][CH2:25][CH2:26][N:27]1[C:28](=[O:37])[c:29]2[c:30]([cH:33][cH:34][cH:35][cH:36]2)[C:31]1=[O:32].[C:38](=[O:39])([O-:40])[O-:41].[CH3:1][c:2]1[cH:3][cH:4][c:5]([CH:8]([O:9][CH:10]2[CH2:11][CH2:12][NH:13][CH2:14][CH2:15]2)[c:16]2[cH:17][cH:18][c:19]([CH3:22])[cH:20][cH:21]2)[cH:6][cH:7]1.[CH3:45][N:46]([CH3:47])[CH:48]=[O:49].[K+:42].[K+:43].[OH2:44]>>[CH3:1][c:2]1[cH:3][cH:4][c:5]([CH:8]([O:9][CH:10]2[CH2:11][CH2:12][N:13]([CH2:24][CH2:25][CH2:26][N:27]3[C:28](=[O:37])[c:29]4[c:30]([cH:33][cH:34][cH:35][cH:36]4)[C:31]3=[O:32])[CH2:14][CH2:15]2)[c:16]2[cH:17][cH:18][c:19]([CH3:22])[cH:20][cH:21]2)[cH:6][cH:7]1. The reactants are COC1=CC=C(C=C1)O (4-Methoxyphenol), ClC(C(=O)OCC)Cl (Ethyl 2,2-dichloro-acetate), [Na] (Sodium). Solvent: C(C)O (ethanol), C(C)O (ethanol), C(C)OCC (diethyl ether), C(C)O (ethanol), C(C)O (ethanol). Reaction conditions: time 1 hour. Yields the product COC1=CC=C(OC(C(=O)OCC)OC2=CC=C(C=C2)OC)C=C1 (Ethyl 2,2-bis(4-methoxyphenoxy)-acetate). Yield: 76.7%. As a reaction SMILES: [Na].[CH3:2][O:3][C:4]1[CH:9]=[CH:8][C:7]([OH:10])=[CH:6][CH:5]=1.Cl[CH:12](Cl)[C:13]([O:15][CH2:16][CH3:17])=[O:14]>C(O)C.C(OCC)C>[CH3:2][O:3][C:4]1[CH:9]=[CH:8][C:7]([O:10][CH:12]([O:10][C:7]2[CH:8]=[CH:9][C:4]([O:3][CH3:2])=[CH:5][CH:6]=2)[C:13]([O:15][CH2:16][CH3:17])=[O:14])=[CH:6][CH:5]=1 |^1:0|. Procedure: Sodium (5.4 g) is dissolved in absolute ethanol (160 cc). 4-Methoxyphenol (29.2 g) dissolved in absolute ethanol (20 cc) is added. The mixture is stirred for 1 hour at ambient temperature. Ethyl 2,2-dichloro-acetate (20 g) dissolved in absolute ethanol (20 cc) is then added and the mixture is heated under reflux for 20 hours. The ethanol is driven off under reduced pressure (20 mmHg) at 40° C. and the residue is taken up in diethyl ether (100 cc). The organic phase is washed with 0.1 N sodium hy...